From a dataset of the Open Reaction Database (ORD), a public repository of structured organic reaction records. describe an organic reaction: reactants, conditions, products, and yield Reactants: C(C)(C)OC1=CC(=C(N)C=C1)F (4-isopropoxy-2-fluoroaniline), C(CC(=O)NC(=O)OCC)(=O)NC(=O)OCC (malonyldiurethane), C(C)(=O)[O-].[Na+] (sodium acetate), Cl (hydrochloric acid), N(=O)[O-].[Na+] (sodium nitrite). The solvent is O (water), O (water). Run at temperature 10 celsius, time 16 hour. Yields the product C(C)(C)OC1=CC(=C(C=C1)NN=C(OC(NC(CC(=O)NC(=O)OCC)=O)=O)C)F (2-(4-isopropoxy-2-fluorophenyl)hydrazonomalonyldiurethane). Isolated yield 61.6%. As a reaction SMILES: [CH:1]([O:4][C:5]1[CH:11]=[CH:10][C:8]([NH2:9])=[C:7]([F:12])[CH:6]=1)([CH3:3])[CH3:2].[C:13]([NH:24][C:25]([O:27][CH2:28][CH3:29])=[O:26])(=[O:23])[CH2:14][C:15]([NH:17][C:18]([O:20][CH2:21][CH3:22])=[O:19])=[O:16].C([O-])(=O)C.[Na+].Cl.[N:36]([O-])=O.[Na+]>O>[CH:1]([O:4][C:5]1[CH:11]=[CH:10][C:8]([NH:9][N:36]=[C:28]([CH3:29])[O:27][C:25](=[O:26])[NH:24][C:13](=[O:23])[CH2:14][C:15]([NH:17][C:18]([O:20][CH2:21][CH3:22])=[O:19])=[O:16])=[C:7]([F:12])[CH:6]=1)([CH3:3])[CH3:2] |f:2.3,5.6|. Reported procedure: A mixture of 5.92 g (0.035 mole) of 4-isopropoxy-2-fluoroaniline, 10.60 g (0.043 mole) of malonyldiurethane, and 41.02 g (0.500 mole) of sodium acetate was suspended in 1000 mL of water with vigorous stirring. To this suspension was added 25 mL of 12N hydrochloric acid. The reaction mixture was cooled to 10° C., and, while this temperature was maintained, a solution of 2.42 g (0.035 mole) of sodium nitrite in 25 mL of water was slowly added. The reaction mixture was allowed to warm slowly to roo... Reactants: CCN=C=NCCCN(C)C, CN(C)c1ccncc1, ClC(Cl)Cl, CC(N)C1(c2ccc(Cl)cc2Cl)CC1, O=C(O)c1nccnc1Cl, Cl, Cl, O. The product is CC(NC(=O)c1nccnc1Cl)C1(c2ccc(Cl)cc2Cl)CC1. As a reaction SMILES: [CH2:27]([N:28]=[C:29]=[N:30][CH2:31][CH2:32][CH2:33][N:34]([CH3:35])[CH3:36])[CH3:37].[CH3:39][N:40]([CH3:41])[c:42]1[cH:43][cH:44][n:45][cH:46][cH:47]1.[CH:48]([Cl:49])([Cl:50])[Cl:51].[Cl:12][c:13]1[c:14]([C:20]2([CH:23]([CH3:24])[NH2:25])[CH2:21][CH2:22]2)[cH:15][cH:16][c:17]([Cl:19])[cH:18]1.[Cl:1][c:2]1[n:3][cH:4][cH:5][n:6][c:7]1[C:8](=[O:9])[OH:10].[ClH:11].[ClH:26].[OH2:38]>>[Cl:1][c:2]1[n:3][cH:4][cH:5][n:6][c:7]1[C:8](=[O:10])[NH:25][CH:23]([C:20]1([c:14]2[c:13]([Cl:12])[cH:18][c:17]([Cl:19])[cH:16][cH:15]2)[CH2:21][CH2:22]1)[CH3:24]. Reactants: BrCCCCC(=O)OCC (Ethyl 5-bromovalerate), [N-]=[N+]=[N-].[Na+] (sodium azide). Solvent: CN(C=O)C (dimethylformamide), O (water). Product: N(=[N+]=[N-])CCCCC(=O)OCC (Ethyl 5-Azidovalerate). The yield is 95.0%. Reaction SMILES: Br[CH2:2][CH2:3][CH2:4][CH2:5][C:6]([O:8][CH2:9][CH3:10])=[O:7].[N-:11]=[N+:12]=[N-:13].[Na+]>CN(C)C=O.O>[N:11]([CH2:2][CH2:3][CH2:4][CH2:5][C:6]([O:8][CH2:9][CH3:10])=[O:7])=[N+:12]=[N-:13] |f:1.2|. Procedure details: Ethyl 5-bromovalerate (2.1 g; 10 mmol; Aldrich) was added to a stirred suspension of sodium azide (1.3 g, 20 mmol; Fisher) in 5 ml dimethylformamide and 5 ml water, and the reaction mixture was heated 12 h at 80° Cs. The reaction was partitioned between diethyl ether (100 ml) and water (100 ml), and the resulting organic layer was washed with water (100 ml) and brine (100 ml), dried over sodium sulfate, and dried in vacuo. Yield: 1.6 g (9.3 mmol, 95% yield). Starting materials: ClCCl, COc1ccc2nccc(Cl)c2n1, NCCN. Product: COc1ccc2nccc(NCCN)c2n1. As a reaction SMILES: [Cl:18][CH2:19][Cl:20].[Cl:1][c:2]1[cH:3][cH:4][n:5][c:6]2[cH:7][cH:8][c:9]([O:12][CH3:13])[n:10][c:11]12.[NH2:14][CH2:15][CH2:16][NH2:17]>>[c:2]1([NH:14][CH2:15][CH2:16][NH2:17])[cH:3][cH:4][n:5][c:6]2[cH:7][cH:8][c:9]([O:12][CH3:13])[n:10][c:11]12. Reactants: [BH4-].[Li+] (lithium borohydride), C(C)(=O)OCCC1=CC(=C(C=C1)OCOCCOC)OC ([3-methoxy-4-(2-methoxy-ethoxymethoxy)-phenyl]-ethyl acetate), saturated aqueous solution, [Cl-].[NH4+] (ammonium chloride). The solvent is O1CCCC1 (tetrahydrofuran). Reaction conditions: temperature 60 celsius, time 2 hour. Yields the product COC=1C=C(C=CC1OCOCCOC)CCO (2-[3-methoxy-4-(2-methoxy-ethoxymethoxy)-phenyl]-ethanol). Isolated yield 72.9%. Reaction SMILES: [BH4-].[Li+].C([O:6][CH2:7][CH2:8][C:9]1[CH:14]=[CH:13][C:12]([O:15][CH2:16][O:17][CH2:18][CH2:19][O:20][CH3:21])=[C:11]([O:22][CH3:23])[CH:10]=1)(=O)C.[Cl-].[NH4+]>O1CCCC1>[CH3:23][O:22][C:11]1[CH:10]=[C:9]([CH2:8][CH2:7][OH:6])[CH:14]=[CH:13][C:12]=1[O:15][CH2:16][O:17][CH2:18][CH2:19][O:20][CH3:21] |f:0.1,3.4|. Reported procedure: 1.2 g (57.1 mmol) of lithium borohydride is added in portions to a solution of 5.4 g (19.0 mmol) of [3-methoxy-4-(2-methoxy-ethoxymethoxy)-phenyl]-ethyl acetate diluted in 60 ml of tetrahydrofuran. After stirring at 60° C. for 2 hours and then at room temperature for 15 hours, the reaction mixture is poured into 100 ml of a saturated aqueous solution of ammonium chloride cooled to 0° C. and then extracted with ethyl acetate. The organic phases are combined, washed with saturated sodium chloride ... Starting materials: Cc1c(COC2CCC(NC(=O)C3CCCC3)CC2)nc2ccccc2c1OCc1ccccc1, CI, [H-], [Na+], O. Product: Cc1c(COC2CCC(N(C)C(=O)C3CCCC3)CC2)nc2ccccc2c1OCc1ccccc1. RXN SMILES: [CH2:1]([c:2]1[cH:3][cH:4][cH:5][cH:6][cH:7]1)[O:8][c:9]1[c:10]([CH3:35])[c:11]([CH2:19][O:20][CH:21]2[CH2:22][CH2:23][CH:24]([NH:27][C:28](=[O:29])[CH:30]3[CH2:31][CH2:32][CH2:33][CH2:34]3)[CH2:25][CH2:26]2)[n:12][c:13]2[cH:14][cH:15][cH:16][cH:17][c:18]12.[CH3:38][I:39].[H-:36].[Na+:37].[OH2:40]>>[CH2:1]([c:2]1[cH:3][cH:4][cH:5][cH:6][cH:7]1)[O:8][c:9]1[c:10]([CH3:35])[c:11]([CH2:19][O:20][CH:21]2[CH2:22][CH2:23][CH:24]([N:27]([C:28](=[O:29])[CH:30]3[CH2:31][CH2:32][CH2:33][CH2:34]3)[CH3:38])[CH2:25][CH2:26]2)[n:12][c:13]2[cH:14][cH:15][cH:16][cH:17][c:18]12. The reactants are O=C(C=1C=CC=CC1)N(C)C(C)(C)C. Reagents/catalysts: O=C1C=CC=2C=CC=C(C3=CN=C(C=C3)C=4N=CC=CC4)C2N1, O1B(OC(C)(C)C1(C)C)B2OC(C)(C)C(O2)(C)C, C[OH2+].C[OH2+].C1CC=CCCC=C1.C1CC=CCCC=C1.[Ir].[Ir], [K].OC(C)(C)C. Run in O1CCCC1. Reaction conditions: temperature 80 celsius, time 12 hour. The product is O=C(C=1C=CC=C(C1)B2OC(C)(C)C(O2)(C)C)N(C)C(C)(C)C. Isolated yield 65.0%. Reported procedure: In an argon filled glove box, a 5.0 mL wheaton microreactor was charged with [Ir(cod)(OMe)]2 (1.98 mg, 1.5 mol%), L1 ligand (2.1 mg, 3.5 mol%), B2pin2 (50.8 mg, 1.0 equiv.), KOtBu (1.0 mg, 4.5 mol%) and dry THF (1.0 mL). The reaction mixture was stirred for 2 minutes at room temperature. To this mixture, N-(tert-butyl)-N-methylbenzamide (38.3 mg, 0.2 mmol) was added. The microreactor was capped with a teflon pressure cap and placed into pre-heated aluminum block at 80 oC. The reaction mixture wa... The reactants are NC1=NC=NC2=CC(=CC=C12)CN1C(C(NCC1)CCC)=O (1-(4-aminoquinazoline-7-ylmethyl)-3-propyl-piperazine-2-one), ClC1=CC=C(S1)OCC(=O)O (5-chloro-2-thienyloxyacetic acid). Product: NC1=NC=NC2=CC(=CC=C12)CN1C([C@@H](N(CC1)C(COC=1SC(=CC1)Cl)=O)CCC)=O (1-(4-Amino-quinazolin-7-ylmethyl)-4-[(5-chloro-thiophen-2-yloxy)-acetyl]-3-(S)-propyl-piperazin-2-one). RXN SMILES: [NH2:1][C:2]1[C:11]2[C:6](=[CH:7][C:8]([CH2:12][N:13]3[CH2:18][CH2:17][NH:16][CH:15]([CH2:19][CH2:20][CH3:21])[C:14]3=[O:22])=[CH:9][CH:10]=2)[N:5]=[CH:4][N:3]=1.[Cl:23][C:24]1[S:28][C:27]([O:29][CH2:30][C:31](O)=[O:32])=[CH:26][CH:25]=1>>[NH2:1][C:2]1[C:11]2[C:6](=[CH:7][C:8]([CH2:12][N:13]3[CH2:18][CH2:17][N:16]([C:31](=[O:32])[CH2:30][O:29][C:27]4[S:28][C:24]([Cl:23])=[CH:25][CH:26]=4)[C@@H:15]([CH2:19][CH2:20][CH3:21])[C:14]3=[O:22])=[CH:9][CH:10]=2)[N:5]=[CH:4][N:3]=1. Procedure: The title compound is prepared as described in EXAMPLE 123, using 1-(4-aminoquinazoline-7-ylmethyl)-3-propyl-piperazine-2-one, EXAMPLE 78 and 5-chloro-2-thienyloxyacetic acid, EXAMPLE 24. 1H NMR (d6-DMSO, 300 MHz) δ9.78 (bs, 2H), 8.81 (s, 1H), 8.35 (d, 1H), 7.60 (m, 2H), 7.51 (s, 1H), 6.69 (m, 1H), 6.21 (d, 1H), 4.91 (AB, 2H), 4.72 (m, 2H), 3.84 (m, 1H), 3.52 (m, 2H), 3.23 (m, 1H), 1.80 (m, 2H), 1.24 (m, 2H), 0.82 (m, 3H). MS (ion spray), m/z, 474, 476, (M+H) (Cl pattern). Elemental analysis, ca... As a reaction SMILES: [CH:1]([O:4][P:5]([CH2:7][CH3:8])[OH:6])([CH3:3])[CH3:2].[C:9](#[N:12])[CH:10]=[CH2:11].C(O)(C)C.[Na]>>[C:9]([CH2:10][CH2:11][P:5]([CH2:7][CH3:8])(=[O:6])[O:4][CH:1]([CH3:3])[CH3:2])#[N:12] |^1:16|. Reported procedure: To 34 g of ethylphosphonous acid-isopropylester and 16.45 ml of acrylonitrile is added with stirring 40 ml of isopropanol containing 0.25 mol of sodium isopropylate. The reaction is exothermic. After 1 hour stirring at 20° the mixture is fractionated. There is obtained isopropyl 2-cyanoethyl(ethyl)phosphinate as a colorless oil, b.p. 102°-104°/10 Pa. Yields the product C(#N)CCP(OC(C)C)(=O)CC (isopropyl 2-cyanoethyl(ethyl)phosphinate). Conditions: time 1 hour. The reactants are C(C)(C)OP(O)CC (ethylphosphonous acid-isopropylester), C(C=C)#N (acrylonitrile), C(C)(C)O (isopropanol), [Na] (sodium).